This data is from the Open Reaction Database (ORD), a public repository of structured organic reaction records. The task is: describe an organic reaction: reactants, conditions, products, and yield The reactants are [C-]#N, [C-]#N, Cc1ccc(C(C)(C)C#N)cc1, CN(C)C=O, O, [Zn+2], c1ccc(P(c2ccccc2)(c2ccccc2)[Pd](P(c2ccccc2)(c2ccccc2)c2ccccc2)(P(c2ccccc2)(c2ccccc2)c2ccccc2)P(c2ccccc2)(c2ccccc2)c2ccccc2)cc1. Product: CC(C)(C#N)c1ccc(C#N)cc1. As a reaction SMILES: [C-:19]#[N:20].[C-:22]#[N:23].[CH3:1][C:2]([C:3]#[N:4])([CH3:5])[c:6]1[cH:7][cH:8][c:9]([CH3:12])[cH:10][cH:11]1.[O:13]=[CH:14][N:15]([CH3:16])[CH3:17].[OH2:18].[Zn+2:21].[cH:24]1[cH:25][cH:26][c:27]([P:28]([Pd:29]([P:30]([c:31]2[cH:32][cH:33][cH:34][cH:35][cH:36]2)([c:37]2[cH:38][cH:39][cH:40][cH:41][cH:42]2)[c:43]2[cH:44][cH:45][cH:46][cH:47][cH:48]2)([P:49]([c:50]2[cH:51][cH:52][cH:53][cH:54][cH:55]2)([c:56]2[cH:57][cH:58][cH:59][cH:60][cH:61]2)[c:62]2[cH:63][cH:64][cH:65][cH:66][cH:67]2)[P:68]([c:69]2[cH:70][cH:71][cH:72][cH:73][cH:74]2)([c:75]2[cH:76][cH:77][cH:78][cH:79][cH:80]2)[c:81]2[cH:82][cH:83][cH:84][cH:85][cH:86]2)([c:87]2[cH:88][cH:89][cH:90][cH:91][cH:92]2)[c:93]2[cH:94][cH:95][cH:96][cH:97][cH:98]2)[cH:99][cH:100]1>>[CH3:1][C:2]([C:3]#[N:4])([CH3:5])[c:6]1[cH:7][cH:8][c:9]([C:12]#[N:15])[cH:10][cH:11]1.